Dataset: the Open Reaction Database (ORD), a public repository of structured organic reaction records. Task: describe an organic reaction: reactants, conditions, products, and yield The reactants are C(C)(=O)N[C@H]1[C@@H](O[C@@H]([C@H]([C@@H]1O)O)CO)O[C@@H]1[C@@H]([C@H]([C@H](OCCCCCC(=O)OC)O[C@@H]1CO[C@H]1[C@@H]([C@@H](O)[C@H](O)[C@H](O1)CO)NC(C)=O)O)O (5-(Methoxycarbonyl)pentyl 4,6-di-O-(2-acetamido-2-deoxy-β-D-glucopyranosyl)-β-D-galactopyranoside), C1=C(NC(=O)NC1=O)[C@H]2[C@@H]([C@@H]([C@H](O2)COP(=O)(O)OP(=O)(O)O[C@@H]3[C@@H]([C@H]([C@H]([C@H](O3)CO)O)O)O)O)O (UDP-galactose). The reagents and catalysts are [Cl-].[Mn+2].[Cl-] (manganese chloride). Run in [As]([O-])(=O)(C)C.[Na+] (sodium cacodylate). Conditions: time 22 hour. The product is [C@@H]1([C@H](O)[C@@H](O)[C@@H](O)[C@H](O1)CO)O[C@H]1[C@@H]([C@H]([C@@H](O[C@@H]1CO)O[C@@H]1[C@@H]([C@H]([C@H](OCCCCCC(=O)OC)O[C@@H]1CO[C@H]1[C@@H]([C@@H](O)[C@H](O[C@H]2[C@H](O)[C@@H](O)[C@@H](O)[C@H](O2)CO)[C@H](O1)CO)NC(C)=O)O)O)NC(C)=O)O (5-(Methoxycarbonyl)pentyl 4,6-di-O-{β-D-galactopyranosyl(1→4)-2-acetamido-2-deoxy-β-D-glucopyranosyl}-β-D-galactopyranoside). Reaction SMILES: [C:1]([NH:4][C@@H:5]1[C@@H:10]([OH:11])[C@H:9]([OH:12])[C@@H:8]([CH2:13][OH:14])[O:7][C@H:6]1[O:15][C@H:16]1[C@@H:31]([CH2:32][O:33][C@@H:34]2[O:41][C@H:40]([CH2:42][OH:43])[C@@H:38]([OH:39])[C@H:36]([OH:37])[C@H:35]2[NH:44][C:45](=[O:47])[CH3:46])[O:30][C@@H:19]([O:20][CH2:21][CH2:22][CH2:23][CH2:24][CH2:25][C:26]([O:28][CH3:29])=[O:27])[C@H:18]([OH:48])[C@H:17]1[OH:49])(=[O:3])[CH3:2].C1C(=O)NC(=O)NC=1[C@@H]1O[C@H](COP(OP(O[C@H:73]2[O:78][C@H:77]([CH2:79][OH:80])[C@H:76]([OH:81])[C@H:75]([OH:82])[C@H:74]2[OH:83])(O)=O)(O)=O)[C@@H](O)[C@H]1O>[As](C)(C)(=O)[O-].[Na+].[Cl-].[Mn+2].[Cl-]>[C@@H:19]1([O:12][C@@H:9]2[C@@H:8]([CH2:13][OH:14])[O:7][C@@H:6]([O:15][C@H:16]3[C@@H:31]([CH2:32][O:33][C@@H:34]4[O:41][C@H:40]([CH2:42][OH:43])[C@@H:38]([O:39][C@@H:73]5[O:78][C@H:77]([CH2:79][OH:80])[C@H:76]([OH:81])[C@H:75]([OH:82])[C@H:74]5[OH:83])[C@H:36]([OH:37])[C@H:35]4[NH:44][C:45](=[O:47])[CH3:46])[O:30][C@@H:19]([O:20][CH2:21][CH2:22][CH2:23][CH2:24][CH2:25][C:26]([O:28][CH3:29])=[O:27])[C@H:18]([OH:48])[C@H:17]3[OH:49])[C@H:5]([NH:4][C:1](=[O:3])[CH3:2])[C@H:10]2[OH:11])[O:30][C@H:31]([CH2:32][OH:33])[C@H:16]([OH:15])[C@H:17]([OH:49])[C@H:18]1[OH:48] |f:2.3,4.5.6|. Procedure details: A solution of compound 20 of Example 20 (72 mg), UDP-galactose, (190 mg), bovine galactosyltransferase (6.25 U) and bovine serum albumin (3 mg) in 30 mM sodium cacodylate buffer (7 mL, pH 7.0) containing manganese chloride (40 umol) was incubated at 37° C. for 22 h. The reaction mixture was diluted to 20 mL and purified as described in Example 21. Yield of the product was 98 mg. The structural identity of titled compound 26 was unambiguously assigned by 1H- and 13C-n.m.r (see Tables 4 and 5, res...